From a dataset of the Open Reaction Database (ORD), a public repository of structured organic reaction records. describe an organic reaction: reactants, conditions, products, and yield The reactants are COC1=C(OC2=C1C=C(C=C2)C2=CC=CC=C2)C(=O)O (3-methoxy-5-phenyl-2-benzofurancarboxylic acid), 1,1-carbonylbis(1H-imidazole), NC1=NN=NN1 (5-aminotetrazole). Run in O1CCCC1 (tetrahydrofuran). The product is COC1=C(OC2=C1C=C(C=C2)C2=CC=CC=C2)C(=O)NC2=NN=NN2 (3-methoxy-5-phenyl-N- 1H-tetrazol-5-yl-2-benzofurancarboxamide). Reaction SMILES: [CH3:1][O:2][C:3]1[C:7]2[CH:8]=[C:9]([C:12]3[CH:17]=[CH:16][CH:15]=[CH:14][CH:13]=3)[CH:10]=[CH:11][C:6]=2[O:5][C:4]=1[C:18]([OH:20])=O.[NH2:21][C:22]1[NH:26][N:25]=[N:24][N:23]=1>O1CCCC1>[CH3:1][O:2][C:3]1[C:7]2[CH:8]=[C:9]([C:12]3[CH:17]=[CH:16][CH:15]=[CH:14][CH:13]=3)[CH:10]=[CH:11][C:6]=2[O:5][C:4]=1[C:18]([NH:21][C:22]1[NH:26][N:25]=[N:24][N:23]=1)=[O:20]. Procedure details: A mixture of 0.90 g (0.0034 mole) of 3-methoxy-5-phenyl-2-benzofurancarboxylic acid and 0.55 g (0.0034 mole) of 1,1-carbonylbis(1H-imidazole) in 25 ml of tetrahydrofuran is stirred at reflux for one hour. To the mixture is added 0.29 g (0.0034 mole) of anhydrous 5-aminotetrazole, and the new mixture is stirred at reflux for an additional 16 hours. Cooling to room temperature results in precipitation of 3-methoxy-5-phenyl-N- 1H-tetrazol-5-yl-2-benzofurancarboxamide. The precipitate is filtered an...